Dataset: the Open Reaction Database (ORD), a public repository of structured organic reaction records. Task: describe an organic reaction: reactants, conditions, products, and yield The reactants are C(C(C)C)(=O)OCC(=O)COC(C(C)C)=O (1,3-diisobutyryloxyacetone), [Mg] (magnesium), BrC1=CC=CC=C1 (bromobenzene), aqueous solution, Cl (hydrochloric acid). Solvent: C(C)OCC (diethyl ether), C(C)OCC (diethyl ether), C(C)OCC (diethyl ether). Run at temperature -50 celsius, time 1 hour. The product is C(C(C)C)(=O)OCC(COC(C(C)C)=O)(O)C1=CC=CC=C1 (1,3-diisobutyryloxy-2-phenyl-2-propanol). The yield is 108.6%. Reaction SMILES: [Mg].Br[C:3]1[CH:8]=[CH:7][CH:6]=[CH:5][CH:4]=1.[C:9]([O:14][CH2:15][C:16]([CH2:18][O:19][C:20](=[O:24])[CH:21]([CH3:23])[CH3:22])=[O:17])(=[O:13])[CH:10]([CH3:12])[CH3:11].Cl>C(OCC)C>[C:9]([O:14][CH2:15][C:16]([C:3]1[CH:8]=[CH:7][CH:6]=[CH:5][CH:4]=1)([OH:17])[CH2:18][O:19][C:20](=[O:24])[CH:21]([CH3:23])[CH3:22])(=[O:13])[CH:10]([CH3:12])[CH3:11]. Procedure: Under an atmosphere of argon, 2 ml of diethyl ether was slowly added to 695 mg of magnesium turnings, and then thereto was added dropwise 4 g of bromobenzene dissolved in 10 ml of diethyl ether. The resulting liquid was stirred for 1 hour under refluxing and allowed to cool. That liquid was added dropwise to 50 ml of diethyl ether solution of 3.78 g of 1,3-diisobutyryloxyacetone which was previously cooled to -50° C. After the resulting liquid was stirred at -50° C. for 1 hour, a temperature the... Reactants: COC=1C=C(COC2=NN(C=C2C=O)C2=CC=CC=C2)C=CC1OCC=1N=C(SC1)N1CCOCC1 (3-[(3-methoxy-4-{[2-(morpholin-4-yl)-1,3-thiazol-4-yl]methoxy}benzyl)oxy]-1-phenyl-1H-pyrazole-4-carbaldehyde), C(P(OCC)(OCC)=O)P(OCC)(OCC)=O (tetraethyl methylenediphosphonate), CN(C=O)C (N,N-dimethylformamide), [H-].[Na+] (sodium hydride). Solvent: O (Water). Run at time 15 hour. Yields the product COC=1C=C(COC2=NN(C=C2/C=C/P(OCC)(OCC)=O)C2=CC=CC=C2)C=CC1OCC=1N=C(SC1)N1CCOCC1 (diethyl (E)-2-{3-[(3-methoxy-4-{[2-(morpholin-4-yl)-1,3-thiazol-4-yl]methoxy}benzyl)oxy]-1-phenyl-1H-pyrazol-4-yl}ethenylphosphonate). Isolated yield 71.2%. As a reaction SMILES: [CH3:1][O:2][C:3]1[CH:4]=[C:5]([CH:21]=[CH:22][C:23]=1[O:24][CH2:25][C:26]1[N:27]=[C:28]([N:31]2[CH2:36][CH2:35][O:34][CH2:33][CH2:32]2)[S:29][CH:30]=1)[CH2:6][O:7][C:8]1[C:12]([CH:13]=O)=[CH:11][N:10]([C:15]2[CH:20]=[CH:19][CH:18]=[CH:17][CH:16]=2)[N:9]=1.[CH2:37]([P:46](=[O:53])([O:50][CH2:51][CH3:52])[O:47][CH2:48][CH3:49])P(=O)(OCC)OCC.CN(C)C=O.[H-].[Na+]>O>[CH3:1][O:2][C:3]1[CH:4]=[C:5]([CH:21]=[CH:22][C:23]=1[O:24][CH2:25][C:26]1[N:27]=[C:28]([N:31]2[CH2:32][CH2:33][O:34][CH2:35][CH2:36]2)[S:29][CH:30]=1)[CH2:6][O:7][C:8]1[C:12](/[CH:13]=[CH:37]/[P:46](=[O:53])([O:47][CH2:48][CH3:49])[O:50][CH2:51][CH3:52])=[CH:11][N:10]([C:15]2[CH:20]=[CH:19][CH:18]=[CH:17][CH:16]=2)[N:9]=1 |f:3.4|. Procedure details: To a mixture of 3-[(3-methoxy-4-{[2-(morpholin-4-yl)-1,3-thiazol-4-yl]methoxy}benzyl)oxy]-1-phenyl-1H-pyrazole-4-carbaldehyde (0.40 g), tetraethyl methylenediphosphonate (0.25 g) and N,N-dimethylformamide (10 mL) was added sodium hydride (60% in oil, 0.040 g) at room temperature, and the mixture was stirred at the same temperature for 15 hrs. Water was poured into the reaction mixture, and the mixture was extracted with ethyl acetate. The organic layer was washed with saturated brine, dried over... The reactants are C1CCOC1, CCOC(=O)c1ccc[nH]1, CO, O=C1CCC(=O)N1Br. Product: CCOC(=O)c1ccc(Br)[nH]1. RXN SMILES: [CH2:19]1[O:20][CH2:21][CH2:22][CH2:23]1.[CH2:9]([CH3:10])[O:11][C:12](=[O:13])[c:14]1[nH:15][cH:16][cH:17][cH:18]1.[CH3:24][OH:25].[O:1]=[C:2]1[N:3]([Br:8])[C:4](=[O:5])[CH2:6][CH2:7]1>>[Br:8][c:16]1[nH:15][c:14]([C:12]([O:11][CH2:9][CH3:10])=[O:13])[cH:18][cH:17]1.